From a dataset of the Open Reaction Database (ORD), a public repository of structured organic reaction records. describe an organic reaction: reactants, conditions, products, and yield Reactants: COC1=CC=CC=2C=C(OC21)C(=O)O (7methoxybenzofuran-2-carboxylic acid), C1(=CC=CC=C1)[C@H](C)N (1-(S)-phenylethylamine). Product: C1(=CC=CC=C1)[C@H](C)NC(=O)C=1OC2=C(C1)C=CC=C2OC (N-[1-(S)-phenylethyl]-7-methoxybenzofuran-2-carboxamide). As a reaction SMILES: [CH3:1][O:2][C:3]1[C:11]2[O:10][C:9]([C:12]([OH:14])=O)=[CH:8][C:7]=2[CH:6]=[CH:5][CH:4]=1.[C:15]1([C@@H:21]([NH2:23])[CH3:22])[CH:20]=[CH:19][CH:18]=[CH:17][CH:16]=1>>[C:15]1([C@@H:21]([NH:23][C:12]([C:9]2[O:10][C:11]3[C:3]([O:2][CH3:1])=[CH:4][CH:5]=[CH:6][C:7]=3[CH:8]=2)=[O:14])[CH3:22])[CH:20]=[CH:19][CH:18]=[CH:17][CH:16]=1. Procedure: Substantially the same procedure as in Example 219 was repeated using a starting material, 7methoxybenzofuran-2-carboxylic acid, and 1-(S)-phenylethylamine to give N-[1-(S)-phenylethyl]-7-methoxybenzofuran-2-carboxamide (Compound 359a). Successively, it was formylated to give N-[1-(S)-phenylethyl]-4-formyl-7-methoxybenzofuran-2-carboxamide (Compound 359b), then compound 359b was reacted with methylamine hydrochloride to give compound 359 as a white solid. Starting materials: O (water), C(C)(=O)OCC (ethyl acetate), COC(CC1=C(C=CC=C1[N+](=O)[O-])[N+](=O)[O-])=O (methyl-(2,6-dinitrophenyl)-acetate), ice water. The reagents and catalysts are [Fe] (iron). The solvent is C(C)(=O)O (acetic acid). Run at temperature 50 celsius. Product: [N+](=O)([O-])C=1C2=CC(N=C2C=CC1)=O (4-nitro-indol-2-one). The yield is 73.2%. Reaction SMILES: C[O:2][C:3](=O)[CH2:4][C:5]1[C:10]([N+:11]([O-])=O)=[CH:9][CH:8]=[CH:7][C:6]=1[N+:14]([O-:16])=[O:15].O.C(OCC)(=O)C>C(O)(=O)C.[Fe]>[N+:14]([C:6]1[C:5]2[C:10]([CH:9]=[CH:8][CH:7]=1)=[N:11][C:3](=[O:2])[CH:4]=2)([O-:16])=[O:15]. Procedure: 4.43 g (18.45 mmol) of methyl-(2,6-dinitrophenyl)-acetate is added in 38.8 ml of glacial acetic acid and 11 ml of water and mixed with 3.75 g of iron powder and stirred for four more hours. In this case, heating to 40 to 60° C. takes place. The reaction mixture is added to ice water, mixed with ethyl acetate and stirred vigorously for ten minutes. The mixture is filtered through a glass fiber filter, the organic phase is separated, and the aqueous phase is extracted twice more with ethyl acetate... Reactants: Cc1cc(C)cc(-c2cc3cc([N+](=O)[O-])ccc3[nH]2)c1, CC(=O)O, CO, [H][H], C1CCOC1, [OH-], [OH-], O, [Pd+2]. Product: Cc1cc(C)cc(-c2cc3cc(N)ccc3[nH]2)c1. As a reaction SMILES: [CH3:1][c:2]1[cH:3][c:4](-[c:9]2[nH:10][c:11]3[cH:12][cH:13][c:14]([N+:18]([O-:19])=[O:20])[cH:15][c:16]3[cH:17]2)[cH:5][c:6]([CH3:8])[cH:7]1.[CH3:21][C:22](=[O:23])[OH:24].[CH3:32][OH:33].[H:25][H:26].[O:27]1[CH2:28][CH2:29][CH2:30][CH2:31]1.[OH-:35].[OH-:37].[OH2:34].[Pd+2:36]>>[CH3:1][c:2]1[cH:3][c:4](-[c:9]2[nH:10][c:11]3[cH:12][cH:13][c:14]([NH2:18])[cH:15][c:16]3[cH:17]2)[cH:5][c:6]([CH3:8])[cH:7]1. The reactants are ice water, [OH-].[Na+] (sodium hydroxide), N1(C=NC=C1)C(C(C)C)C=1C=C(C(=CC1)N)N (4-[1-(1H-imidazol-1-yl)-2-methylpropyl]-1,2-benzenediamine), C(C)(=O)O (acetic acid), O=C(C(=O)O)CCC (2-oxopentanoic acid). The solvent is O (water). Product: N1(C=NC=C1)C(C(C)C)C=1C=C2N=C(C(NC2=CC1)=O)CCC (6-[1-(1H-imidazol-1yl)-2-methylpropyl]-3-propyl-2(1H)-quinoxalinone). RXN SMILES: [N:1]1([CH:6]([C:10]2[CH:11]=[C:12]([NH2:17])[C:13]([NH2:16])=[CH:14][CH:15]=2)[CH:7]([CH3:9])[CH3:8])[CH:5]=[CH:4][N:3]=[CH:2]1.C(O)(=O)C.O=[C:23]([CH2:27][CH2:28][CH3:29])[C:24](O)=[O:25].[OH-].[Na+]>O>[N:1]1([CH:6]([C:10]2[CH:11]=[C:12]3[C:13](=[CH:14][CH:15]=2)[NH:16][C:24](=[O:25])[C:23]([CH2:27][CH2:28][CH3:29])=[N:17]3)[CH:7]([CH3:8])[CH3:9])[CH:5]=[CH:4][N:3]=[CH:2]1 |f:3.4|. Procedure details: To a stirred and cooled (0° C.) mixture of 9 parts of 4-[1-(1H-imidazol-1-yl)-2-methylpropyl]-1,2-benzenediamine in 80 parts of acetic acid and 20 parts of water were added 5 parts of 2-oxopentanoic acid. The reaction mixture was stirred for 12 hours at room temperature. The whole was poured into ice water and neutralized with a sodium hydroxide solution 3N. The product was extracted three times with 130 parts of dichloromethane. The combined extracts were dried, filtered and evaporated. For obt... Starting materials: COc1ccc(Br)cn1, [Li]CCCC, CCCCCC, COc1ccccc1C=O, C1CCOC1. The product is COc1ccc(C(O)c2ccccc2OC)cn1. RXN SMILES: [Br:1][c:2]1[cH:3][cH:4][c:5]([O:8][CH3:9])[n:6][cH:7]1.[CH2:10]([Li:11])[CH2:12][CH2:13][CH3:14].[CH3:15][CH2:16][CH2:17][CH2:18][CH2:19][CH3:20].[CH3:21][O:22][c:23]1[c:24]([CH:25]=[O:26])[cH:27][cH:28][cH:29][cH:30]1.[O:31]1[CH2:32][CH2:33][CH2:34][CH2:35]1>>[c:2]1([CH:25]([c:24]2[c:23]([O:22][CH3:21])[cH:30][cH:29][cH:28][cH:27]2)[OH:26])[cH:3][cH:4][c:5]([O:8][CH3:9])[n:6][cH:7]1. The reactants are ClC1=CC2=C(N=C(S2)NC2=CC=C(C=C2)B2OC(C(O2)(C)C)(C)C)C=C1 (N-(6-chloro-1,3-benzothiazol-2-yl)-N-[4-(4,4,5,5-tetramethyl-1,3,2-dioxaborolan-2-yl)phenyl]amine), IC1=NN(C2=NC=NC(=C21)N)[C@@H]2CC[C@@H](CC2)N2CCN(CC2)C (cis-3-iodo-1-[4-(4-methylpiperazino)cyclohexyl]-1H-pyrazolo[3,4-d]pyrimidin-4-amine), C([O-])([O-])=O.[Na+].[Na+] (sodium carbonate). Reagents/catalysts: C=1C=CC(=CC1)[P](C=2C=CC=CC2)(C=3C=CC=CC3)[Pd]([P](C=4C=CC=CC4)(C=5C=CC=CC5)C=6C=CC=CC6)([P](C=7C=CC=CC7)(C=8C=CC=CC8)C=9C=CC=CC9)[P](C=1C=CC=CC1)(C=1C=CC=CC1)C=1C=CC=CC1 (tetrakis(triphenylphosphine)palladium). The solvent is COCCOC (ethylene glycol dimethyl ether), O (water), O (water). Run at temperature 90 celsius. The product is NC1=C2C(=NC=N1)N(N=C2C2=CC=C(C=C2)NC=2SC1=C(N2)C=CC(=C1)Cl)[C@@H]1CC[C@@H](CC1)N1CCN(CC1)C (cis-N2-(4-{4-amino-1-[4-(4-methylpiperazino)cyclohexyl]-1H-pyrazolo[3,4-d]pyrimidin-3-yl}phenyl)-6-chloro-1,3-benzothiazol-2-amine). The yield is 25.8%. Reaction SMILES: [Cl:1][C:2]1[CH:26]=[CH:25][C:5]2[N:6]=[C:7]([NH:9][C:10]3[CH:15]=[CH:14][C:13](B4OC(C)(C)C(C)(C)O4)=[CH:12][CH:11]=3)[S:8][C:4]=2[CH:3]=1.I[C:28]1[C:36]2[C:31](=[N:32][CH:33]=[N:34][C:35]=2[NH2:37])[N:30]([C@H:38]2[CH2:43][CH2:42][C@@H:41]([N:44]3[CH2:49][CH2:48][N:47]([CH3:50])[CH2:46][CH2:45]3)[CH2:40][CH2:39]2)[N:29]=1.C(=O)([O-])[O-].[Na+].[Na+]>COCCOC.O.C1C=CC([P]([Pd]([P](C2C=CC=CC=2)(C2C=CC=CC=2)C2C=CC=CC=2)([P](C2C=CC=CC=2)(C2C=CC=CC=2)C2C=CC=CC=2)[P](C2C=CC=CC=2)(C2C=CC=CC=2)C2C=CC=CC=2)(C2C=CC=CC=2)C2C=CC=CC=2)=CC=1>[NH2:37][C:35]1[N:34]=[CH:33][N:32]=[C:31]2[N:30]([C@H:38]3[CH2:43][CH2:42][C@@H:41]([N:44]4[CH2:45][CH2:46][N:47]([CH3:50])[CH2:48][CH2:49]4)[CH2:40][CH2:39]3)[N:29]=[C:28]([C:13]3[CH:12]=[CH:11][C:10]([NH:9][C:7]4[S:8][C:4]5[CH:3]=[C:2]([Cl:1])[CH:26]=[CH:25][C:5]=5[N:6]=4)=[CH:15][CH:14]=3)[C:36]=12 |f:2.3.4,^1:67,69,88,107|. Reported procedure: Procedure for Suzuki coupling: A mixture of N-(6-chloro-1,3-benzothiazol-2-yl)-N-[4-(4,4,5,5-tetramethyl-1,3,2-dioxaborolan-2-yl)phenyl]amine (0.116 g, 0.30 mmol), cis-3-iodo-1-[4-(4-methylpiperazino)cyclohexyl]-1H-pyrazolo[3,4-d]pyrimidin-4-amine (0.106 g, 0.24 mmol) and tetrakis(triphenylphosphine)palladium (0) (0.014 g, 0.012 mmol) in ethylene glycol dimethyl ether (3.0 mL), sodium carbonate (0.064 g, 0.60 mmol), and water (1.5 mL) in a sealed Schlenk flask were heated at 90° C. for 24 h. The...